From a dataset of the Open Reaction Database (ORD), a public repository of structured organic reaction records. describe an organic reaction: reactants, conditions, products, and yield Reactants: CCc1cc(-c2cccc(N)n2)c(C)[nH]c1=O, O=S(=O)(Cl)Cl, c1ccccc1, c1ccncc1. Product: CCc1cc(-c2cccc(NS(=O)(=O)c3ccccc3)n2)c(C)[nH]c1=O. Reaction SMILES: [NH2:1][c:2]1[cH:3][cH:4][cH:5][c:6](-[c:8]2[c:9]([CH3:17])[nH:10][c:11](=[O:16])[c:12]([CH2:14][CH3:15])[cH:13]2)[n:7]1.[S:18](=[O:19])(=[O:20])([Cl:21])[Cl:22].[cH:23]1[cH:24][cH:25][cH:26][cH:27][cH:28]1.[cH:29]1[cH:30][cH:31][n:32][cH:33][cH:34]1>>[NH:1]([c:2]1[cH:3][cH:4][cH:5][c:6](-[c:8]2[c:9]([CH3:17])[nH:10][c:11](=[O:16])[c:12]([CH2:14][CH3:15])[cH:13]2)[n:7]1)[S:18](=[O:19])(=[O:20])[c:23]1[cH:24][cH:25][cH:26][cH:27][cH:28]1. Starting materials: I(=O)(=O)[O-] (iodate), CC(C)(C)CC(C)(C)C1=CC=C(C=C1)OCCOCCO (octylphenoxypoly(ethyleneoxy) ethanol), [I-].[K+] (potassium iodide). The solvent is O (water). The product is CC(C)(C)CC(C)(C)C1=CC=C(C=C1)OCCOCCO.II (octylphenoxypoly-(ethyleneoxy)ethanol iodine), [I-] (iodide). Reaction SMILES: [CH3:1][C:2]([CH2:5][C:6]([C:9]1[CH:14]=[CH:13][C:12]([O:15][CH2:16][CH2:17][O:18][CH2:19][CH2:20][OH:21])=[CH:11][CH:10]=1)([CH3:8])[CH3:7])([CH3:4])[CH3:3].[I-:22].[K+].[I:24]([O-])(=O)=O>O>[CH3:4][C:2]([CH2:5][C:6]([C:9]1[CH:10]=[CH:11][C:12]([O:15][CH2:16][CH2:17][O:18][CH2:19][CH2:20][OH:21])=[CH:13][CH:14]=1)([CH3:7])[CH3:8])([CH3:1])[CH3:3].[I:22][I:24].[I-:24] |f:1.2,5.6|. Procedure details: In a suitable glass container is placed 9.9 gm. of octylphenoxypoly(ethyleneoxy) ethanol, dissolved in 50 ml. of water to which is added 0.1 gm. of potassium iodide. The mixture is then acid to a pH of below 3 and 0.02 gm. of iodate ion added with stirring. After standing for twenty-four hours, the solvent is evaporated under vacuum and the formed octylphenoxypoly-(ethyleneoxy)ethanol-iodine is obtained in substantially pure form, without iodide ions.